The task is: describe an organic reaction: reactants, conditions, products, and yield. This data is from the Open Reaction Database (ORD), a public repository of structured organic reaction records. Starting materials: C(C1=CC=CC=C1)N1N=C(C=2C(=CC=CC12)C(=O)[O-])CNC1CN2CCC1CC2 (1-benzyl-3-((quinuclidin-3-ylamino)methyl)-1H-indazole-4-carboxylate), C(C1=CC=CC=C1)N1N=C2C3=C1C=NC=C3C([C@H](C2)C2CN3CCC2CC3)=O ((R)-2-benzyl-7-(quinuclidin-3-yl)-7,8-dihydropyrazolo[3,4,5-de]isoquinolin-6(2H)-one), Cl (hydrochloric acid), C(C1=CC=CC=C1)N1N=C(C=2C(=CC=CC12)C(=O)[O-])CN[C@H]1CN2CCC1CC2.[Li+] (lithium (R)-1-benzyl-3-((quinuclidin-3-ylamino)methyl)-1H-indazole-4-carboxylate), C(C1=CC=CC=C1)N1N=C(C=2C(=CC=CC12)C(=O)[O-])CN[C@H]1CN2CCC1CC2.[Li+] (lithium (R)-1-benzyl-3-((quinuclidin-3-ylamino)methyl)-1H-indazole-4-carboxylate). Yields the product Cl.C(C1=CC=CC=C1)N1N=C2C3=C1C=NC=C3C([C@H](C2)C2CN3CCC2CC3)=O ((R)-2-benzyl-7-(quinuclidin-3-yl)-7,8-dihydropyrazolo[3,4,5-de]isoquinolin-6(2H)-one, hydrochloride salt). As a reaction SMILES: C(N1C2C=CC=C(C([O-])=O)C=2C(CNC2C3CCN(CC3)C2)=N1)C1C=CC=CC=1.C(N1C2C=CC=C(C([O-])=O)C=2C(CN[C@@H]2C3CCN(CC3)C2)=N1)C1C=CC=CC=1.[Li+].[CH2:60]([N:67]1[C:71]2[CH:72]=[N:73][CH:74]=[C:75]3[C:76](=[O:87])[C@@H:77]([CH:79]4[CH:84]5[CH2:85][CH2:86][N:81]([CH2:82][CH2:83]5)[CH2:80]4)[CH2:78][C:69]([C:70]=23)=[N:68]1)[C:61]1[CH:66]=[CH:65][CH:64]=[CH:63][CH:62]=1.[ClH:88]>>[ClH:88].[CH2:60]([N:67]1[C:71]2[CH:72]=[N:73][CH:74]=[C:75]3[C:76](=[O:87])[C@@H:77]([CH:79]4[CH:84]5[CH2:83][CH2:82][N:81]([CH2:86][CH2:85]5)[CH2:80]4)[CH2:78][C:69]([C:70]=23)=[N:68]1)[C:61]1[CH:62]=[CH:63][CH:64]=[CH:65][CH:66]=1 |f:1.2,5.6|. Reported procedure: Following general procedure GP-G, 1-benzyl-3-((quinuclidin-3-ylamino)methyl)-1H-indazole-4-carboxylate was converted to lithium (R)-1-benzyl-3-((quinuclidin-3-ylamino)methyl)-1H-indazole-4-carboxylate: MS (ESI+) m/z 391 (M+H). Step D: Following general procedure CP-H, lithium (R)-1-benzyl-3-((quinuclidin-3-ylamino)methyl)-1H-indazole-4-carboxylate was converted to (R)-2-benzyl-7-(quinuclidin-3-yl)-7,8-dihydropyrazolo[3,4,5-de]isoquinolin-6(2H)-one, which was immediately treated with hydrochloric...